The task is: describe an organic reaction: reactants, conditions, products, and yield. This data is from the Open Reaction Database (ORD), a public repository of structured organic reaction records. Starting materials: COc1cc2ncnc(Oc3ccc4[nH]c(C)cc4c3F)c2cc1OCc1ccccc1, O=C[O-], [NH4+], CN(C)C=O, O. Product: COc1cc2ncnc(Oc3ccc4[nH]c(C)cc4c3F)c2cc1O. RXN SMILES: [CH2:1]([c:2]1[cH:3][cH:4][cH:5][cH:6][cH:7]1)[O:8][c:9]1[cH:10][c:11]2[c:12]([O:21][c:22]3[c:23]([F:32])[c:24]4[cH:25][c:26]([CH3:31])[nH:27][c:28]4[cH:29][cH:30]3)[n:13][cH:14][n:15][c:16]2[cH:17][c:18]1[O:19][CH3:20].[CH:33]([O-:34])=[O:35].[NH4+:36].[O:38]=[CH:39][N:40]([CH3:41])[CH3:42].[OH2:37]>>[OH:8][c:9]1[cH:10][c:11]2[c:12]([O:21][c:22]3[c:23]([F:32])[c:24]4[cH:25][c:26]([CH3:31])[nH:27][c:28]4[cH:29][cH:30]3)[n:13][cH:14][n:15][c:16]2[cH:17][c:18]1[O:19][CH3:20]. Reactants: [Li+].[OH-] (LiOH), BrC1=CC=C(C=C1)OCC(F)(F)F (1-bromo-4-(2,2,2-trifluoroethoxy)benzene), [OH-].[Na+] (NaOH), C(C1=CC=CC=C1)N1C(=C(C(=C1C(F)(F)F)C)B1OC(C(O1)(C)C)(C)C)C(=O)N(CC(C)(C)C)C (1-benzyl-N,4-dimethyl-N-neopentyl-3-(4,4,5,5-tetramethyl-1,3,2-dioxaborolan-2-yl)-5-(trifluoromethyl)-1H-pyrrole-2-carboxamide). Reagents/catalysts: CC(C)([P](C(C)(C)C)([Pd][P](C(C)(C)C)(C(C)(C)C)C(C)(C)C)C(C)(C)C)C (bis(tri-tert-butylphosphine)palladium). Run in CN(C)C=O (DMF). Reaction conditions: temperature 80 celsius, time 1 hour. The product is C(C1=CC=CC=C1)N1C(=C(C(=C1C(F)(F)F)C)C1=CC=C(C=C1)OCC(F)(F)F)C(=O)N(CC(C)(C)C)C (1-Benzyl-N,4-dimethyl-N-neopentyl-3-(4-(2,2,2-trifluoroethoxy)phenyl)-5-(trifluoromethyl)-1H-pyrrole-2-carboxamide). The yield is 89.7%. Reaction SMILES: [CH2:1]([N:8]1[C:12]([C:13]([F:16])([F:15])[F:14])=[C:11]([CH3:17])[C:10](B2OC(C)(C)C(C)(C)O2)=[C:9]1[C:27]([N:29]([CH3:35])[CH2:30][C:31]([CH3:34])([CH3:33])[CH3:32])=[O:28])[C:2]1[CH:7]=[CH:6][CH:5]=[CH:4][CH:3]=1.[Li+].[OH-].Br[C:39]1[CH:44]=[CH:43][C:42]([O:45][CH2:46][C:47]([F:50])([F:49])[F:48])=[CH:41][CH:40]=1.[OH-].[Na+]>CN(C=O)C.CC(C)([P](C(C)(C)C)([Pd][P](C(C)(C)C)(C(C)(C)C)C(C)(C)C)C(C)(C)C)C>[CH2:1]([N:8]1[C:12]([C:13]([F:16])([F:14])[F:15])=[C:11]([CH3:17])[C:10]([C:39]2[CH:40]=[CH:41][C:42]([O:45][CH2:46][C:47]([F:48])([F:49])[F:50])=[CH:43][CH:44]=2)=[C:9]1[C:27]([N:29]([CH3:35])[CH2:30][C:31]([CH3:32])([CH3:34])[CH3:33])=[O:28])[C:2]1[CH:7]=[CH:6][CH:5]=[CH:4][CH:3]=1 |f:1.2,4.5,^1:60,66|. Procedure: Under an nitrogen atmosphere 1-benzyl-N,4-dimethyl-N-neopentyl-3-(4,4,5,5-tetramethyl-1,3,2-dioxaborolan-2-yl)-5-(trifluoromethyl)-1H-pyrrole-2-carboxamide (106 mg, 0.216 mmol) was dissolved in DMF (1 mL) and LiOH (4 mg, 0.216 mmol), bis(tri-tert-butylphosphine)palladium (0) (6 mg, 0.014 mmol) and 1-bromo-4-(2,2,2-trifluoroethoxy)benzene (50 mg, 0.196 mmol) were subsequently added. The reaction mixture was stirred at 80° C. under microwave irridation for 1 h. The mixture was cooled to RT and the... The reactants are CC(C)(C)OC(=O)N1CCC(n2ncc3c(Cl)ncnc32)CC1, O=C([O-])[O-], CS(=O)c1ccc(O)cc1, CN(C)C=O, [K+], [K+], [Na+], [Na+], O=C([O-])[O-]. Yields the product CS(=O)c1ccc(Oc2ncnc3c2cnn3C2CCN(C(=O)OC(C)(C)C)CC2)cc1. Reaction SMILES: [C:11]([CH3:12])([CH3:13])([CH3:14])[O:15][C:16](=[O:17])[N:18]1[CH2:19][CH2:20][CH:21]([n:24]2[n:25][cH:26][c:27]3[c:28]2[n:29][cH:30][n:31][c:32]3[Cl:33])[CH2:22][CH2:23]1.[C:34](=[O:35])([O-:36])[O-:37].[CH3:1][S:2](=[O:3])[c:4]1[cH:5][cH:6][c:7]([OH:10])[cH:8][cH:9]1.[CH3:46][N:47]([CH3:48])[CH:49]=[O:50].[K+:38].[K+:39].[Na+:40].[Na+:41].[O-:42][C:43](=[O:44])[O-:45]>>[CH3:1][S:2](=[O:3])[c:4]1[cH:5][cH:6][c:7]([O:10][c:32]2[c:27]3[cH:26][n:25][n:24]([CH:21]4[CH2:20][CH2:19][N:18]([C:16]([O:15][C:11]([CH3:12])([CH3:13])[CH3:14])=[O:17])[CH2:23][CH2:22]4)[c:28]3[n:29][cH:30][n:31]2)[cH:8][cH:9]1. Reactants: product, BrC1=C(C2=C(NC(=N2)N2CCN(CC2)C(=O)OC(C)(C)C)C=C1Br)[N+](=O)[O-] (Tert-butyl 4-(5,6-dibromo-4-nitro-1H-1,3-benzodiazol-2-yl)piperazine-1-carboxylate), [OH-].[Na+] (NaOH), IC(C)C (2-Iodopropane), Cl (hydrogen chloride). The solvent is CO (MeOH), C(C)#N (acetonitrile), O1CCOCC1 (1,4-dioxane). Reaction conditions: time 0.5 hour. The product is Cl.BrC1=C(C2=C(N(C(=N2)N2CCNCC2)C(C)C)C=C1Br)[N+](=O)[O-] (5,6-dibromo-4-nitro-2-(piperazin-1-yl)-1-(propan-2-yl)-1H-1,3-benzodiazole hydrochloride). Reaction SMILES: [Br:1][C:2]1[C:23]([Br:24])=[CH:22][C:5]2[NH:6][C:7]([N:9]3[CH2:14][CH2:13][N:12](C(OC(C)(C)C)=O)[CH2:11][CH2:10]3)=[N:8][C:4]=2[C:3]=1[N+:25]([O-:27])=[O:26].[OH-].[Na+].I[CH:31]([CH3:33])[CH3:32].[ClH:34]>C(#N)C.CO.O1CCOCC1>[ClH:34].[Br:1][C:2]1[C:23]([Br:24])=[CH:22][C:5]2[N:6]([CH:31]([CH3:33])[CH3:32])[C:7]([N:9]3[CH2:10][CH2:11][NH:12][CH2:13][CH2:14]3)=[N:8][C:4]=2[C:3]=1[N+:25]([O-:27])=[O:26] |f:1.2,8.9|. Reported procedure: Tert-butyl 4-(5,6-dibromo-4-nitro-1H-1,3-benzodiazol-2-yl)piperazine-1-carboxylate (Method 4A) (0.4 mmol, 200 mg) was dissolved in acetonitrile (5 ml). Next, NaOH (0.5 mmol, 19 mg) was added. The mixture was stirred at RT for 0.5 h. Then 2-Iodopropane (32 mmol, 538 mg) was added dropwise. The resulting mixture was stirred at 85° C. in a sealed tube until the reaction was complete (18 hours) by LC/MS. The mixture was allowed to cool to RT and concentrated in-vacuo. The product was taken up into e... Starting materials: C(C=C)O[C@@H](C(=O)OC(C)C)[C@@H](C(=O)OC(C)C)CC1=NC(=CC(=C1)C)N1C(=CC=C1C)C ((2R,3S)-Diisopropyl 2-(allyloxy)-3-((6-(2,5-dimethyl-1H-pyrrol-1-yl)-4-methylpyridin-2-yl)methyl)succinate), CC(C)C[Al]CC(C)C (Dibal-H), C(=O)([O-])C(O)C(O)C(=O)[O-].[Na+].[K+] (potassium sodium tartrate), CO (MeOH). The solvent is C1(=CC=CC=C1)C (toluene). Run at temperature -78 celsius, time 30 minute. The product is C(C=C)O[C@H]([C@@H](C(=O)OC(C)C)CC1=NC(=CC(=C1)C)N1C(=CC=C1C)C)C=O ((2S,3R)-Isopropyl 3-(allyloxy)-2-((6-(2,5-dimethyl-1H-pyrrol-1-yl)-4-methylpyridin-2-yl)methyl)-4-oxobutanoate). Isolated yield 61.3%. Reaction SMILES: [CH2:1]([O:4][C@H:5]([C@H:12]([CH2:19][C:20]1[CH:25]=[C:24]([CH3:26])[CH:23]=[C:22]([N:27]2[C:31]([CH3:32])=[CH:30][CH:29]=[C:28]2[CH3:33])[N:21]=1)[C:13]([O:15][CH:16]([CH3:18])[CH3:17])=[O:14])[C:6](OC(C)C)=[O:7])[CH:2]=[CH2:3].CC(C[Al]CC(C)C)C.CO.C(C(C(C([O-])=O)O)O)([O-])=O.[Na+].[K+]>C1(C)C=CC=CC=1>[CH2:1]([O:4][C@@H:5]([CH:6]=[O:7])[C@H:12]([CH2:19][C:20]1[CH:25]=[C:24]([CH3:26])[CH:23]=[C:22]([N:27]2[C:31]([CH3:32])=[CH:30][CH:29]=[C:28]2[CH3:33])[N:21]=1)[C:13]([O:15][CH:16]([CH3:18])[CH3:17])=[O:14])[CH:2]=[CH2:3] |f:3.4.5,^1:36|. Reported procedure: To a solution of diisopropyl ester 10 (140 mg, 0.31 mmol) in toluene (5 mL) at −78° C. was added dropwise a solution of Dibal-H (1.0 M in toluene, 620 μL, 0.62 mmol) along the side of the flask over a period of 15 min. The reaction was maintained at −78° C. during the addition and allowed to react at the same temperature for 7 h. To the resulting solution at −78° C., MeOH (100 μL) was added dropwise along the side of the flask to quench the reaction. The reaction mixture was warmed to −20° C. an... The reactants are COc1cccc(N)c1, ClCCl, Cl, O=C(Cl)c1ccccc1-c1ccccc1, c1ccncc1. Product: COc1cccc(NC(=O)c2ccccc2-c2ccccc2)c1. RXN SMILES: [CH3:7][O:8][c:9]1[cH:10][c:11]([NH2:12])[cH:13][cH:14][cH:15]1.[Cl:32][CH2:33][Cl:34].[ClH:31].[c:16]1(-[c:22]2[c:23]([C:24](=[O:25])[Cl:26])[cH:27][cH:28][cH:29][cH:30]2)[cH:17][cH:18][cH:19][cH:20][cH:21]1.[cH:1]1[cH:2][cH:3][n:4][cH:5][cH:6]1>>[CH3:7][O:8][c:9]1[cH:10][c:11]([NH:12][C:24]([c:23]2[c:22](-[c:16]3[cH:17][cH:18][cH:19][cH:20][cH:21]3)[cH:30][cH:29][cH:28][cH:27]2)=[O:25])[cH:13][cH:14][cH:15]1. The reactants are O=C1CCC(=O)N1Br, COC(=O)C(=O)c1ccccc1C, ClC(Cl)(Cl)Cl. Yields the product COC(=O)C(=O)c1ccccc1CBr. As a reaction SMILES: [Br:14][N:15]1[C:16](=[O:17])[CH2:18][CH2:19][C:20]1=[O:21].[CH3:1][c:2]1[c:3]([C:8]([C:9](=[O:10])[O:11][CH3:12])=[O:13])[cH:4][cH:5][cH:6][cH:7]1.[Cl:22][C:23]([Cl:24])([Cl:25])[Cl:26]>>[CH2:1]([c:2]1[c:3]([C:8]([C:9](=[O:10])[O:11][CH3:12])=[O:13])[cH:4][cH:5][cH:6][cH:7]1)[Br:14]. Starting materials: CCc1c(CN2CC(C(=O)OC)C2)cccc1-c1cnc(-c2ccc(OC(C)C)c(C#N)c2)s1, CC(C)O, [Na+], [OH-], O. Yields the product CCc1c(CN2CC(C(=O)O)C2)cccc1-c1cnc(-c2ccc(OC(C)C)c(C#N)c2)s1. As a reaction SMILES: [C:1](#[N:2])[c:3]1[cH:4][c:5](-[c:13]2[s:14][c:15](-[c:18]3[c:19]([CH2:33][CH3:34])[c:20]([CH2:24][N:25]4[CH2:26][CH:27]([C:29](=[O:30])[O:31][CH3:32])[CH2:28]4)[cH:21][cH:22][cH:23]3)[cH:16][n:17]2)[cH:6][cH:7][c:8]1[O:9][CH:10]([CH3:11])[CH3:12].[CH:37]([OH:38])([CH3:39])[CH3:40].[Na+:36].[OH-:35].[OH2:41]>>[C:1](#[N:2])[c:3]1[cH:4][c:5](-[c:13]2[s:14][c:15](-[c:18]3[c:19]([CH2:33][CH3:34])[c:20]([CH2:24][N:25]4[CH2:26][CH:27]([C:29](=[O:30])[OH:31])[CH2:28]4)[cH:21][cH:22][cH:23]3)[cH:16][n:17]2)[cH:6][cH:7][c:8]1[O:9][CH:10]([CH3:11])[CH3:12]. Reactants: C(C=C)OC1=C(C(=CC=C1)F)C1=C(C=CC=C1)Cl (2-allyloxy-2′-chloro-6-fluorobiphenyl), C1(=CC(=CC(=C1)C)C)C (mesitylene). Product: C(C=C)C1=C(C(=C(C=C1)F)C1=C(C=CC=C1)Cl)O (3-allyl-2′-chloro-6-fluorobiphenyl-2-ol). Isolated yield 81.0%. Reaction SMILES: C([O:4][C:5]1[CH:10]=[CH:9][CH:8]=[C:7]([F:11])[C:6]=1[C:12]1[CH:17]=[CH:16][CH:15]=[CH:14][C:13]=1[Cl:18])C=C.[C:19]1(C)[CH:24]=C(C)C=C(C)[CH:20]=1>>[CH2:24]([C:10]1[CH:9]=[CH:8][C:7]([F:11])=[C:6]([C:12]2[CH:17]=[CH:16][CH:15]=[CH:14][C:13]=2[Cl:18])[C:5]=1[OH:4])[CH:19]=[CH2:20]. Reported procedure: A solution of 2-allyloxy-2′-chloro-6-fluorobiphenyl (9.0 g, 33.7 mmol) in mesitylene (100 mL) was refluxed for 24 h. The solvent was removed under reduced pressure. Purification by ISCO using a solvent gradient of 0 to 20% ethyl acetate in hexanes provided 7.0 g (81%) of 3-allyl-2′-chloro-6-fluorobiphenyl-2-ol as a colorless oil. The reactants are CC=1NC=CN1 (2-methylimidazole), ClC1=CC2=C(N=CN=C2NCCC2=CC3=C(C=C2)OCO3)S1 (6-chloro-4-(3,4-methylenedioxyphenethylamino)-thieno-[2,3-d]-pyrimidine). Yields the product CC=1N(C=CN1)C=1N=C(C2=C(N1)SC=C2)NCCC2=CC1=C(C=C2)OCO1 (2-(2-methylimidazol-1-yl)-4-(3,4-methylenedioxyphenethylamino)-thieno-[2,3-d]-pyrimidine). RXN SMILES: [CH3:1][C:2]1[NH:3][CH:4]=[CH:5][N:6]=1.Cl[C:8]1[S:28][C:11]2[N:12]=[CH:13][N:14]=[C:15]([NH:16][CH2:17][CH2:18][C:19]3[CH:24]=[CH:23][C:22]4[O:25][CH2:26][O:27][C:21]=4[CH:20]=3)[C:10]=2[CH:9]=1>>[CH3:1][C:2]1[N:3]([C:13]2[N:14]=[C:15]([NH:16][CH2:17][CH2:18][C:19]3[CH:24]=[CH:23][C:22]4[O:25][CH2:26][O:27][C:21]=4[CH:20]=3)[C:10]3[CH:9]=[CH:8][S:28][C:11]=3[N:12]=2)[CH:4]=[CH:5][N:6]=1. Procedure: Following the procedure of Example 97, the reaction of 2-methylimidazole with 6-chloro-4-(3,4-methylenedioxyphenethylamino)-thieno-[2,3-d]-pyrimidine gives 2-(2-methylimidazol-1-yl)-4-(3,4-methylenedioxyphenethylamino)-thieno-[2,3-d]-pyrimidine.